This data is from the Open Reaction Database (ORD), a public repository of structured organic reaction records. The task is: describe an organic reaction: reactants, conditions, products, and yield Reactants: resultant mixture, C(CCC)[B-](C1=CC=CC=C1)(C1=CC=CC=C1)C1=CC=CC=C1.[Li+] (lithium butyltriphenylborate), [Br-].C[S+](CC(=O)C1=CC=C(C=C1)OC)C (dimethyl-p-methoxyphenacylsulfonium bromide). Solvent: O (water), O (water). Product: C[S+](CC(=O)C1=CC=C(C=C1)OC)C.C(CCC)[B-](C1=CC=CC=C1)(C1=CC=CC=C1)C1=CC=CC=C1 (dimethyl-p-methoxyphenacylsulfonium butyltriphenylborate). Yield: 87.2%. Reaction SMILES: [CH2:1]([B-:5]([C:18]1[CH:23]=[CH:22][CH:21]=[CH:20][CH:19]=1)([C:12]1[CH:17]=[CH:16][CH:15]=[CH:14][CH:13]=1)[C:6]1[CH:11]=[CH:10][CH:9]=[CH:8][CH:7]=1)[CH2:2][CH2:3][CH3:4].[Li+].[Br-].[CH3:26][S+:27]([CH3:39])[CH2:28][C:29]([C:31]1[CH:36]=[CH:35][C:34]([O:37][CH3:38])=[CH:33][CH:32]=1)=[O:30]>O>[CH3:26][S+:27]([CH3:39])[CH2:28][C:29]([C:31]1[CH:36]=[CH:35][C:34]([O:37][CH3:38])=[CH:33][CH:32]=1)=[O:30].[CH2:1]([B-:5]([C:18]1[CH:23]=[CH:22][CH:21]=[CH:20][CH:19]=1)([C:6]1[CH:7]=[CH:8][CH:9]=[CH:10][CH:11]=1)[C:12]1[CH:17]=[CH:16][CH:15]=[CH:14][CH:13]=1)[CH2:2][CH2:3][CH3:4] |f:0.1,2.3,5.6|. Procedure: An aqueous solution of 5.26 g of lithium butyltriphenylborate in 100 ml of water was added to an aqueous solution of 5.00 g of dimethyl-p-methoxyphenacylsulfonium bromide in 100 ml of water, and the resultant mixture was stirred at room temperature for 30 minutes. Then, the reaction mixture was filtered, and the resultant crystal was washed with water and dried to give 7.64 g of dimethyl-p-methoxyphenacylsulfonium-butyltriphenylborate as a white crystal. The reactants are BrC=1C=C2C=NN=C(C2=CC1)Cl (6-bromo-1-chlorophthalazine), CC1NCCC1 (2-methylpyrrolidine). Solvent: CN(C)C=O (DMF), CO (MeOH). Reaction conditions: temperature 120 celsius. The product is BrC=1C=C2C=NN=C(C2=CC1)N1C(CCC1)C (6-Bromo-1-(2-methylpyrrolidin-1-yl)phthalazine). RXN SMILES: [Br:1][C:2]1[CH:3]=[C:4]2[C:9](=[CH:10][CH:11]=1)[C:8](Cl)=[N:7][N:6]=[CH:5]2.[CH3:13][CH:14]1[CH2:18][CH2:17][CH2:16][NH:15]1>CN(C=O)C.CO>[Br:1][C:2]1[CH:3]=[C:4]2[C:9](=[CH:10][CH:11]=1)[C:8]([N:15]1[CH2:16][CH2:17][CH2:18][CH:14]1[CH3:13])=[N:7][N:6]=[CH:5]2. Procedure: A mixture of 6-bromo-1-chlorophthalazine (500 mg, 2.0 mmol) and 2-methylpyrrolidine (524 μl, 5.1 mmol) in DMF (3 mL) was heated at 120° C. in an oil bath for 8 h. The mixture was diluted with MeOH and concentrated over silica gel. The residue was purified using column chromatography (0-40% EtOAc in hexanes) to give the title compound as a brown amorphous solid. MS (ESI, pos. ion) m/z: 292.0, 294.0 (M+1). Starting materials: C(C)(C)(C)OC(=O)C=1OC2=C(C1C)C(=C(C=C2)CO)OC (4-methoxy-5-hydroxymethyl-3-methyl-benzofuran-2-carboxylic acid tert-butyl ester), C(=O)(C(F)(F)F)O.ClCCl (TFA dichloromethane). Reaction conditions: time 3 hour. Product: COC1=C(C=CC2=C1C(=C(O2)C(=O)O)C)COC(C(F)(F)F)=O (4-methoxy-3-methyl-5-(2,2,2-trifluoro-acetoxymethyl)-benzofuran-2-carboxylic acid). Reaction SMILES: C([O:5][C:6]([C:8]1[O:9][C:10]2[CH:17]=[CH:16][C:15]([CH2:18][OH:19])=[C:14]([O:20][CH3:21])[C:11]=2[C:12]=1[CH3:13])=[O:7])(C)(C)C.[C:22](O)([C:24]([F:27])([F:26])[F:25])=[O:23].ClCCl>>[CH3:21][O:20][C:14]1[C:11]2[C:12]([CH3:13])=[C:8]([C:6]([OH:5])=[O:7])[O:9][C:10]=2[CH:17]=[CH:16][C:15]=1[CH2:18][O:19][C:22](=[O:23])[C:24]([F:27])([F:26])[F:25] |f:1.2|. Procedure details: To 190 mg of 4-methoxy-5-hydroxymethyl-3-methyl-benzofuran-2-carboxylic acid tert-butyl ester was added 4 mL of TFA/dichloromethane (1:1) and the solution was stirred at room temperature for 3 h. When the reaction was done, the solvents were removed under vacuum and the residue was triturated with acetonitrile. Filtration of the suspension gave 184 mg of 4-methoxy-3-methyl-5-(2,2,2-trifluoro-acetoxymethyl)-benzofuran-2-carboxylic acid as a white solid. Procedure: 3,4-dihydro-6-methoxy-1(2H)-naphthalenone (198 g) was dissolved in 2000 ml of toluene under argon and treated in succession with 193 ml of 3-buten-2-ol, 206 ml of 2,2-dimethoxypropane and 1.9 g of p-toluenesulphonic acid. The reaction mixture was boiled at reflux for 20 hours, treated with a further 175 ml of 3-buten-2-ol and 180 ml of 2,2-dimethoxypropane and boiled for a further 50 hours. After cooling the solution was washed with 500 ml of saturated sodium hydrogen carbonate solution, the aqu... Yields the product C(C=CC)C1C(C2=CC=C(C=C2CC1)OC)=O (2-(2-butenyl)-3,4-dihydro-6-methoxy-1(2H)-naphthalenone). Reactants: CC(C=C)O (3-buten-2-ol), COC(C)(C)OC (2,2-dimethoxypropane), C1(=CC=C(C=C1)S(=O)(=O)O)C (p-toluenesulphonic acid), CC(C=C)O (3-buten-2-ol), COC(C)(C)OC (2,2-dimethoxypropane), COC=1C=C2CCCC(C2=CC1)=O (3,4-dihydro-6-methoxy-1(2H)-naphthalenone). Reaction SMILES: [CH3:1][O:2][C:3]1[CH:4]=[C:5]2[C:10](=[CH:11][CH:12]=1)[C:9](=[O:13])[CH2:8][CH2:7][CH2:6]2.[CH3:14][CH:15](O)[CH:16]=[CH2:17].COC(OC)(C)C.C1(C)C=CC(S(O)(=O)=O)=CC=1>C1(C)C=CC=CC=1>[CH2:14]([CH:8]1[CH2:7][CH2:6][C:5]2[C:10](=[CH:11][CH:12]=[C:3]([O:2][CH3:1])[CH:4]=2)[C:9]1=[O:13])[CH:15]=[CH:16][CH3:17]. Conditions: time 50 hour. The yield is 57.0%. Run in C1(=CC=CC=C1)C (toluene). The reactants are NC1=NC=C(C=N1)C1=CC(=C(C(=O)O)C=C1)F (4-(2-aminopyrimidin-5-yl)-2-fluorobenzoic acid), ClC(C=O)C1(CC1)C=1C=C2C=CC=NC2=CC1 (chloro(1-quinolin-6-ylcyclopropyl)acetaldehyde). Solvent: C(C)O (ethanol). Run at temperature 100 celsius, time 8 hour. The product is FC1=C(C(=O)O)C=CC(=C1)C=1C=NC=2N(C1)C(=CN2)C2(CC2)C=2C=C1C=CC=NC1=CC2 (2-fluoro-4-[3-(1-quinolin-6-ylcyclopropyl)imidazo[1,2-a]pyrimidin-6-yl]benzoic acid). Reaction SMILES: [NH2:1][C:2]1[N:7]=[CH:6][C:5]([C:8]2[CH:16]=[CH:15][C:11]([C:12]([OH:14])=[O:13])=[C:10]([F:17])[CH:9]=2)=[CH:4][N:3]=1.Cl[CH:19]([C:22]1([C:25]2[CH:26]=[C:27]3[C:32](=[CH:33][CH:34]=2)[N:31]=[CH:30][CH:29]=[CH:28]3)[CH2:24][CH2:23]1)[CH:20]=O>C(O)C>[F:17][C:10]1[CH:9]=[C:8]([C:5]2[CH:4]=[N:3][C:2]3[N:7]([C:19]([C:22]4([C:25]5[CH:26]=[C:27]6[C:32](=[CH:33][CH:34]=5)[N:31]=[CH:30][CH:29]=[CH:28]6)[CH2:24][CH2:23]4)=[CH:20][N:1]=3)[CH:6]=2)[CH:16]=[CH:15][C:11]=1[C:12]([OH:14])=[O:13]. Reported procedure: A mixture of 4-(2-aminopyrimidin-5-yl)-2-fluorobenzoic acid (0.20 g, 0.86 mmol) and chloro(1-quinolin-6-ylcyclopropyl)acetaldehyde (0.21 g, 0.86 mol) in ethanol (8 mL) was stirred at 100° C. overnight. The reaction mixture was purified by RP-HPLC to afford the desired product. LCMS: (M+H)=425.0. The reactants are O=C([O-])[O-], C1COCCO1, Clc1ccnc(Cl)n1, [Cs+], [Cs+], CC(c1ccc(B2OC(C)(C)C(C)(C)O2)cc1)N1CCC(CCCO)(c2ccc(F)cc2)OC1=O, Cl[Pd]Cl, c1ccc(P(c2ccccc2)c2ccccc2)cc1, c1ccc(P(c2ccccc2)c2ccccc2)cc1. Product: CC(c1ccc(-c2ccnc(Cl)n2)cc1)N1CCC(CCCO)(c2ccc(F)cc2)OC1=O. As a reaction SMILES: [C:44](=[O:45])([O-:46])[O-:47].[CH2:50]1[O:51][CH2:52][CH2:53][O:54][CH2:55]1.[Cl:36][c:37]1[n:38][cH:39][cH:40][c:41]([Cl:43])[n:42]1.[Cs+:48].[Cs+:49].[F:1][c:2]1[cH:3][cH:4][c:5]([C:8]2([CH2:32][CH2:33][CH2:34][OH:35])[CH2:9][CH2:10][N:11]([CH:15]([CH3:16])[c:17]3[cH:18][cH:19][c:20]([B:23]4[O:24][C:25]([CH3:26])([CH3:27])[C:28]([CH3:29])([CH3:30])[O:31]4)[cH:21][cH:22]3)[C:12](=[O:14])[O:13]2)[cH:6][cH:7]1.[Pd:56]([Cl:57])[Cl:58].[c:59]1([P:60]([c:61]2[cH:62][cH:63][cH:64][cH:65][cH:66]2)[c:67]2[cH:68][cH:69][cH:70][cH:71][cH:72]2)[cH:73][cH:74][cH:75][cH:76][cH:77]1.[c:78]1([P:79]([c:80]2[cH:81][cH:82][cH:83][cH:84][cH:85]2)[c:86]2[cH:87][cH:88][cH:89][cH:90][cH:91]2)[cH:92][cH:93][cH:94][cH:95][cH:96]1>>[F:1][c:2]1[cH:3][cH:4][c:5]([C:8]2([CH2:32][CH2:33][CH2:34][OH:35])[CH2:9][CH2:10][N:11]([CH:15]([CH3:16])[c:17]3[cH:18][cH:19][c:20](-[c:41]4[cH:40][cH:39][n:38][c:37]([Cl:36])[n:42]4)[cH:21][cH:22]3)[C:12](=[O:14])[O:13]2)[cH:6][cH:7]1.